From a dataset of the Open Reaction Database (ORD), a public repository of structured organic reaction records. describe an organic reaction: reactants, conditions, products, and yield Reactants: N1CCCCC1 (piperidine), C(C)(=O)O (acetic acid), C(C)(=O)O[BH-](OC(C)=O)OC(C)=O.[Na+] (sodium triacetoxyborohydride), C(=O)C1=CC=C(OC2=NC=C(C(=O)N)C=C2)C=C1 (6-(4-Formyl-phenoxy)-nicotinamide), C(=O)C1=CC=C(OC2=NC=C(C(=O)N)C=C2)C=C1 (6-(4-Formyl-phenoxy)-nicotinamide). Run in C(Cl)Cl (methylene chloride), CO (methanol), ClCCCl (1,2-dichloroethane). Yields the product N1(CCCCC1)CC1=CC=C(OC2=NC=C(C(=O)N)C=C2)C=C1 (6-(4-Piperidin-1-ylmethyl-phenoxy)-nicotinamide). Isolated yield 88.6%. Reaction SMILES: [NH:1]1[CH2:6][CH2:5][CH2:4][CH2:3][CH2:2]1.[CH:7]([C:9]1[CH:24]=[CH:23][C:12]([O:13][C:14]2[CH:22]=[CH:21][C:17]([C:18]([NH2:20])=[O:19])=[CH:16][N:15]=2)=[CH:11][CH:10]=1)=O.C(O[BH-](OC(=O)C)OC(=O)C)(=O)C.[Na+].C(O)(=O)C>ClCCCl.CO.C(Cl)Cl>[N:1]1([CH2:7][C:9]2[CH:24]=[CH:23][C:12]([O:13][C:14]3[CH:22]=[CH:21][C:17]([C:18]([NH2:20])=[O:19])=[CH:16][N:15]=3)=[CH:11][CH:10]=2)[CH2:6][CH2:5][CH2:4][CH2:3][CH2:2]1 |f:2.3|. Procedure: Using a method similar to Example 345, using piperidine (0.041 mL, 0.414 mmol), 6-(4-formyl-phenoxy)-nicotinamide (compound of example 332, step 1) (0.100 g, 0.413 mmol), sodium triacetoxyborohydride (0.131 g, 0.618 mmol), and acetic acid (0.036 mL, 0.629 mmol) in 1,2-dichloroethane (8.0 mL) provides, after silica gel chromatography (10:1→3:1 methylene chloride:methanol), 0.114 g (88%) of the title compound as a white foam: high resolution mass spectrum (electrospray): m/z calc for C18H22N3O2 31... RXN SMILES: [C:42].[CH2:1]([CH3:2])[N:3]1[CH2:4][CH2:5][N:6]([c:9]2[n:10][c:11](-[c:19]3[cH:20][cH:21][c:22]([C:25]([N:26]([CH3:27])[CH2:28][CH2:29][O:30][CH2:31][c:32]4[cH:33][cH:34][cH:35][cH:36][cH:37]4)=[O:38])[cH:23][cH:24]3)[cH:12][c:13]3[cH:14][cH:15][cH:16][cH:17][c:18]23)[CH2:7][CH2:8]1.[CH3:40][OH:41].[ClH:39].[Pd:43]>>[CH2:1]([CH3:2])[N:3]1[CH2:4][CH2:5][N:6]([c:9]2[n:10][c:11](-[c:19]3[cH:20][cH:21][c:22]([C:25]([N:26]([CH3:27])[CH2:28][CH2:29][OH:30])=[O:38])[cH:23][cH:24]3)[cH:12][c:13]3[cH:14][cH:15][cH:16][cH:17][c:18]23)[CH2:7][CH2:8]1. The reactants are C, CCN1CCN(c2nc(-c3ccc(C(=O)N(C)CCOCc4ccccc4)cc3)cc3ccccc23)CC1, CO, Cl, [Pd]. The product is CCN1CCN(c2nc(-c3ccc(C(=O)N(C)CCO)cc3)cc3ccccc23)CC1. The reactants are O=C([O-])O, O=CNc1nc(C(=O)C(=O)O)cs1, Cl, Cl, CCOC(=O)CON, [Na+], O. Product: CCOC(=O)CON=C(C(=O)O)c1csc(NC=O)n1. RXN SMILES: [C:1](=[O:2])([OH:3])[O-:4].[CH:6](=[O:7])[NH:8][c:9]1[s:10][cH:11][c:12]([C:14]([C:15](=[O:16])[OH:17])=[O:18])[n:13]1.[ClH:19].[ClH:28].[NH2:20][O:21][CH2:22][C:23](=[O:24])[O:25][CH2:26][CH3:27].[Na+:5].[OH2:29]>>[CH:6](=[O:7])[NH:8][c:9]1[s:10][cH:11][c:12]([C:14]([C:15](=[O:16])[OH:17])=[N:20][O:21][CH2:22][C:23](=[O:24])[O:25][CH2:26][CH3:27])[n:13]1. Starting materials: FC1=CC=C(C(=O)NN)C=C1 (4-fluorobenzohydrazide), C(C)OC(OCC)OCC (triethylorthoformate). Yields the product FC1=CC=C(C=C1)C=1OC=NN1 (2-(4-fluorophenyl)-1,3,4-oxadiazole). Yield: 57.0%. RXN SMILES: [F:1][C:2]1[CH:11]=[CH:10][C:5]([C:6]([NH:8][NH2:9])=[O:7])=[CH:4][CH:3]=1.[CH2:12](OC(OCC)OCC)C>>[F:1][C:2]1[CH:11]=[CH:10][C:5]([C:6]2[O:7][CH:12]=[N:9][N:8]=2)=[CH:4][CH:3]=1. Procedure details: A stirred solution of 4-fluorobenzohydrazide (4.2 g, 27.2 mmol) in triethylorthoformate (27 mL) was heated at 140° C. for 5 h. The reaction was evaporated under reduced pressure. The crude was purified by silica gel column chromatography (100-200 mesh; using 12% ethyl acetate in hexane) to afford 2-(4-fluorophenyl)-1,3,4-oxadiazole [Polshettiwar, Tetrahedron Letters, 49:879-883 (2008)] as off-white solid (2.5 g, 57% yield). 1H NMR (400 MHz, DMSO-d6): δ 8.46 (s, 1H), 8.08 (dd, 2H), 7.19 (dd, 2H);... Starting materials: BrCC1CO1, O=C([O-])[O-], CC(C)=O, [K+], [K+], Cc1ccc(C(=O)c2c(-c3ccc(O)cc3)oc3ccccc23)cc1. Yields the product Cc1ccc(C(=O)c2c(-c3ccc(OCC4CO4)cc3)oc3ccccc23)cc1. RXN SMILES: [Br:26][CH2:27][CH:28]1[CH2:29][O:30]1.[C:31](=[O:32])([O-:33])[O-:34].[CH3:37][C:38](=[O:39])[CH3:40].[K+:35].[K+:36].[OH:1][c:2]1[cH:3][cH:4][c:5](-[c:8]2[o:9][c:10]3[c:11]([c:12]2[C:13]([c:14]2[cH:15][cH:16][c:17]([CH3:20])[cH:18][cH:19]2)=[O:21])[cH:22][cH:23][cH:24][cH:25]3)[cH:6][cH:7]1>>[O:1]([c:2]1[cH:3][cH:4][c:5](-[c:8]2[o:9][c:10]3[c:11]([c:12]2[C:13]([c:14]2[cH:15][cH:16][c:17]([CH3:20])[cH:18][cH:19]2)=[O:21])[cH:22][cH:23][cH:24][cH:25]3)[cH:6][cH:7]1)[CH2:27][CH:28]1[CH2:29][O:30]1.